From a dataset of the Open Reaction Database (ORD), a public repository of structured organic reaction records. describe an organic reaction: reactants, conditions, products, and yield Reactants: [N+](=O)([O-])C1=CC=C(OC2=CC=C(OC3=CC=C(C=C3)OC3=CC=C(C=C3)OC3=CC=C(C=C3)[N+](=O)[O-])C=C2)C=C1 (1,4-bis[4-(4-nitrophenoxy)phenoxy]benzene). Reagents/catalysts: [Pd] (Pd—C). The solvent is C1CCOC1 (THF). The product is NC1=CC=C(OC2=CC=C(OC3=CC=C(C=C3)OC3=CC=C(C=C3)OC3=CC=C(C=C3)N)C=C2)C=C1 (1,4-bis[4-(4-aminophenoxy)phenoxy]benzene). RXN SMILES: [N+:1]([C:4]1[CH:40]=[CH:39][C:7]([O:8][C:9]2[CH:38]=[CH:37][C:12]([O:13][C:14]3[CH:19]=[CH:18][C:17]([O:20][C:21]4[CH:26]=[CH:25][C:24]([O:27][C:28]5[CH:33]=[CH:32][C:31]([N+:34]([O-])=O)=[CH:30][CH:29]=5)=[CH:23][CH:22]=4)=[CH:16][CH:15]=3)=[CH:11][CH:10]=2)=[CH:6][CH:5]=1)([O-])=O>[Pd].C1COCC1>[NH2:34][C:31]1[CH:32]=[CH:33][C:28]([O:27][C:24]2[CH:25]=[CH:26][C:21]([O:20][C:17]3[CH:16]=[CH:15][C:14]([O:13][C:12]4[CH:37]=[CH:38][C:9]([O:8][C:7]5[CH:39]=[CH:40][C:4]([NH2:1])=[CH:5][CH:6]=5)=[CH:10][CH:11]=4)=[CH:19][CH:18]=3)=[CH:22][CH:23]=2)=[CH:29][CH:30]=1. Procedure details: A 150 ml hydrogenation bottle was charged with 11.3 g (0.021 mol) 1,4-bis[4-(4-nitrophenoxy)phenoxy]benzene, 100 ml dry THF, and 0.5 g 10% Pd—C. The bottle was placed in a Parr-hydrogenator and the nitro group was reduced under H2-atmosphere (50 psi) in 5 h. at room temperature. The THF solution was filtered over a short silica-gel/celite patch and the THF was removed by distillation. Pure 1,4-bis[4-(4-aminophenoxy)phenoxy]benzene (P3) was obtained after recrystallization from acetone/water (95/... Starting materials: C(C)(C)(C)OC(=O)C=1C(=CC=CC1)C1=CC(=C(C=C1)CN1C(=NC(=C1C=O)C=C)OCC)F (4′-(2-Ethoxy-5-formyl-4-vinylimidazol-1-ylmethyl)-3′-fluorobiphenyl-2-carboxylic acid t-butyl ester), N1=CC=CC=C1 (pyridine), Cl.NO (Hydroxylamine hydrochloride). Run in O (Water), O (water). Conditions: time 8 hour. The product is C(C)(C)(C)OC(=O)C=1C(=CC=CC1)C1=CC(=C(C=C1)CN1C(=NC(=C1C=NO)C=C)OCC)F (4′-[2-Ethoxy-5-(hydroxyiminomethyl)-4-vinylimidazol-1-ylmethyl]-3′-fluorobiphenyl-2-carboxylic acid t-butyl ester). Yield: 66.8%. Reaction SMILES: [C:1]([O:5][C:6]([C:8]1[C:9]([C:14]2[CH:19]=[CH:18][C:17]([CH2:20][N:21]3[C:25]([CH:26]=O)=[C:24]([CH:28]=[CH2:29])[N:23]=[C:22]3[O:30][CH2:31][CH3:32])=[C:16]([F:33])[CH:15]=2)=[CH:10][CH:11]=[CH:12][CH:13]=1)=[O:7])([CH3:4])([CH3:3])[CH3:2].N1C=CC=CC=1.Cl.[NH2:41][OH:42]>O>[C:1]([O:5][C:6]([C:8]1[C:9]([C:14]2[CH:19]=[CH:18][C:17]([CH2:20][N:21]3[C:25]([CH:26]=[N:41][OH:42])=[C:24]([CH:28]=[CH2:29])[N:23]=[C:22]3[O:30][CH2:31][CH3:32])=[C:16]([F:33])[CH:15]=2)=[CH:10][CH:11]=[CH:12][CH:13]=1)=[O:7])([CH3:2])([CH3:4])[CH3:3] |f:2.3|. Procedure details: Intermediate (15b) (19.5 g, 43.4 mmol) was dissolved in pyridine (100 mL, 1 mol). Hydroxylamine hydrochloride (9.0 g, 130 mmol) was added, followed by water (50 mL, 3 mol), and the mixture was stirred at room temperature overnight. Water (100 mL) was then added and the mixture was stirred for 20 minutes. The precipitant was filtered off and dried to yield intermediate (15c) (13.5 g). MS m/z: [M+H+] calcd for C26H28FN3O4, 466.2; found 466.4. 1H-NMR (CDCl3): 9.78 (1H, s), 7.81 (1H, d), 7.48 (2H, m... Starting materials: N#CN (cyanamide), N(=C=S)C1=CC=C(C=C1)N1CCN(CC1)C(C)C (1-(4-isothiocyanatophenyl)-4-(1-methylethyl)piperazine), C(#N)C=1C=C(C(CBr)=O)C=CC1 (3-cyanophenacyl bromide). Product: NC=1N=C(SC1C(=O)C=1C=C(C#N)C=CC1)NC1=CC=C(C=C1)N1CCN(CC1)C(C)C (3-{4-Amino-2-[4-(4-isopropyl-piperazin-1-yl)-phenylamino]-thiazole-5-carbonyl}-benzonitrile). RXN SMILES: [N:1]#[C:2][NH2:3].[N:4]([C:7]1[CH:12]=[CH:11][C:10]([N:13]2[CH2:18][CH2:17][N:16]([CH:19]([CH3:21])[CH3:20])[CH2:15][CH2:14]2)=[CH:9][CH:8]=1)=[C:5]=[S:6].[C:22]([C:24]1[CH:25]=[C:26]([CH:31]=[CH:32][CH:33]=1)[C:27](=[O:30])[CH2:28]Br)#[N:23]>>[NH2:1][C:2]1[N:3]=[C:5]([NH:4][C:7]2[CH:8]=[CH:9][C:10]([N:13]3[CH2:14][CH2:15][N:16]([CH:19]([CH3:21])[CH3:20])[CH2:17][CH2:18]3)=[CH:11][CH:12]=2)[S:6][C:28]=1[C:27]([C:26]1[CH:25]=[C:24]([CH:33]=[CH:32][CH:31]=1)[C:22]#[N:23])=[O:30]. Reported procedure: This compound was prepared from cyanamide, 1-(4-isothiocyanatophenyl)-4-isopropypiperazine (of Example 3) and 3-cyanophenacyl bromide (Maybridge Chemical Co. Ltd.) following the procedure used in Example 24. Mass spectrum (ES) MH+=447. The reactants are CCOC(=O)C1(CCOC)CCNCC1, CC(C)CS(=O)(=O)Cl, c1ccncc1. The product is CCOC(=O)C1(CCOC)CCN(S(=O)(=O)CC(C)C)CC1. Reaction SMILES: [CH2:1]([CH3:2])[O:3][C:4](=[O:5])[C:6]1([CH2:12][CH2:13][O:14][CH3:15])[CH2:7][CH2:8][NH:9][CH2:10][CH2:11]1.[CH3:16][CH:17]([CH2:18][S:19](=[O:20])(=[O:21])[Cl:22])[CH3:23].[cH:24]1[cH:25][cH:26][n:27][cH:28][cH:29]1>>[CH2:1]([CH3:2])[O:3][C:4](=[O:5])[C:6]1([CH2:12][CH2:13][O:14][CH3:15])[CH2:7][CH2:8][N:9]([S:19]([CH2:18][CH:17]([CH3:16])[CH3:23])(=[O:20])=[O:21])[CH2:10][CH2:11]1. Yields the product CC1(NC(CC(C1)NC(C(=O)NNC(=O)OCC=C)=O)(C)C)C (1-[N-(2,2,6,6-tetramethyl-4-piperidinyl)oxamoyl]-2-(allyloxycarbonyl)hydrazine). As a reaction SMILES: [C:1]([O:5][CH2:6][CH:7]=[CH2:8])(=[O:4])[NH:2][NH2:3].[CH3:9][C:10]1([CH3:26])[CH2:15][CH:14]([NH:16][C:17](=[O:23])[C:18](OCC)=[O:19])[CH2:13][C:12]([CH3:25])([CH3:24])[NH:11]1>CO>[CH3:9][C:10]1([CH3:26])[CH2:15][CH:14]([NH:16][C:17](=[O:23])[C:18]([NH:3][NH:2][C:1]([O:5][CH2:6][CH:7]=[CH2:8])=[O:4])=[O:19])[CH2:13][C:12]([CH3:25])([CH3:24])[NH:11]1. The solvent is CO (methanol). The reactants are C(NN)(=O)OCC=C (allyl carbazate), ( A ), solution, CC1(NC(CC(C1)NC(C(=O)OCC)=O)(C)C)C (ethyl N-(2,2,6,6-tetramethyl-4-piperidinyl)oxamate). Run at temperature 50 celsius, time 80 minute. Procedure details: Into a 250 ml 3-neck flask was added 9.2 grams (0,079 mole) of allyl carbazate from (A), 34.2 grams (0.08 mole) of a 60% solution of ethyl N-(2,2,6,6-tetramethyl-4-piperidinyl)oxamate and 50 ml of methanol. The flask was equipped with a magnetic stirrer, thermometer and a Dean Stark trap with a reflux The reaction was heated in an oil bath and the methanol was distilled off through the Dean Stark trap. After the methanol distillation ceased, a vacuum was applied to the system to remove any resid... Isolated yield 85.7%. Starting materials: Cc1nc(N)ncc1B1OC(C)(C)C(C)(C)O1, Cc1c(CN2CCN(C(=O)C(C)O)CC2)sc2c(N3CCOCC3)nc(Cl)nc12. The product is Cc1nc(N)ncc1-c1nc(N2CCOCC2)c2sc(CN3CCN(C(=O)C(C)O)CC3)c(C)c2n1. As a reaction SMILES: [CH3:30][c:31]1[n:32][c:33]([NH2:46])[n:34][cH:35][c:36]1[B:37]1[O:38][C:39]([CH3:40])([CH3:41])[C:42]([CH3:43])([CH3:44])[O:45]1.[Cl:1][c:2]1[n:3][c:4]([N:24]2[CH2:25][CH2:26][O:27][CH2:28][CH2:29]2)[c:5]2[c:6]([n:7]1)[c:8]([CH3:23])[c:9]([CH2:11][N:12]1[CH2:13][CH2:14][N:15]([C:18]([CH:19]([CH3:20])[OH:21])=[O:22])[CH2:16][CH2:17]1)[s:10]2>>[c:2]1(-[c:36]2[c:31]([CH3:30])[n:32][c:33]([NH2:46])[n:34][cH:35]2)[n:3][c:4]([N:24]2[CH2:25][CH2:26][O:27][CH2:28][CH2:29]2)[c:5]2[c:6]([n:7]1)[c:8]([CH3:23])[c:9]([CH2:11][N:12]1[CH2:13][CH2:14][N:15]([C:18]([CH:19]([CH3:20])[OH:21])=[O:22])[CH2:16][CH2:17]1)[s:10]2. Starting materials: CO, COc1ccccc1N1CCN(CCNc2c(Cl)cnn(C)c2=O)CC1. Yields the product COc1ccccc1N1CCN(CCNc2c(OC)cnn(C)c2=O)CC1. Reaction SMILES: [CH3:27][OH:28].[Cl:1][c:2]1[c:3]([NH:10][CH2:11][CH2:12][N:13]2[CH2:14][CH2:15][N:16]([c:19]3[c:20]([O:25][CH3:26])[cH:21][cH:22][cH:23][cH:24]3)[CH2:17][CH2:18]2)[c:4](=[O:9])[n:5]([CH3:8])[n:6][cH:7]1>>[c:2]1([O:28][CH3:27])[c:3]([NH:10][CH2:11][CH2:12][N:13]2[CH2:14][CH2:15][N:16]([c:19]3[c:20]([O:25][CH3:26])[cH:21][cH:22][cH:23][cH:24]3)[CH2:17][CH2:18]2)[c:4](=[O:9])[n:5]([CH3:8])[n:6][cH:7]1. Reactants: C(C)(C)(C)OC(=O)NC(=NC1=CC(=CC=C1)C1=NC=CC=C1C#N)NC(=O)OC(C)(C)C (N,N′-bis(tert-butoxycarbonyl)-N″-(3-(3-cyanopyridin-2-yl)phenyl)guanidine), Cl (hydrogen chloride). Solvent: ClCCl (dichloromethane), O1CCOCC1 (1,4-dioxane). Reaction conditions: time 18 hour. Product: Cl.Cl.C(#N)C=1C(=NC=CC1)C=1C=C(C=CC1)NC(=N)N (3-(3-cyanopyridin-2-yl)phenylguanidine dihydrochloride). RXN SMILES: C(OC([NH:8][C:9]([NH:25]C(OC(C)(C)C)=O)=[N:10][C:11]1[CH:16]=[CH:15][CH:14]=[C:13]([C:17]2[C:22]([C:23]#[N:24])=[CH:21][CH:20]=[CH:19][N:18]=2)[CH:12]=1)=O)(C)(C)C.[ClH:33]>ClCCl.O1CCOCC1>[ClH:33].[ClH:33].[C:23]([C:22]1[C:17]([C:13]2[CH:12]=[C:11]([NH:10][C:9]([NH2:25])=[NH:8])[CH:16]=[CH:15][CH:14]=2)=[N:18][CH:19]=[CH:20][CH:21]=1)#[N:24] |f:4.5.6|. Procedure: To a solution of N,N′-bis(tert-butoxycarbonyl)-N″-(3-(3-cyanopyridin-2-yl)phenyl)guanidine (200 mg) in dichloromethane (2 ml) was added a solution of hydrogen chloride in 1,4-dioxane (4N, 4 ml), and the mixture was stirred at room temperature for 18 hours. The solvent was evaporated under reduced pressure. To the residue was added 5% ethanol in ethyl acetate (20 ml), and the precipitate was collected by filtration and dried under reduced pressure to give 3-(3-cyanopyridin-2-yl)phenylguanidine di... The reactants are C(C)C1=CNC=C1CC (3,4-Diethylpyrrole), 2A, C(C)(=O)OCC1=C(C(=C(N1)C(=O)OCC1=CC=CC=C1)C)CC (benzyl 5-(acetoxymethyl)-3-methyl-4-ethyl-pyrrole-2-carboxylate), 2B, C1(=CC=C(C=C1)S(=O)(=O)O)C (p-toluenesulfonic acid). Run in C(C)O (ethanol). Reaction conditions: temperature 60 celsius. The product is C(C1=CC=CC=C1)OC(=O)C1=C(C(=C(N1)CC=1NC(=C(C1CC)CC)CC=1NC(=C(C1CC)C)C(=O)OCC1=CC=CC=C1)CC)C (2,5-Bis[[5-(benzyloxycarbonyl)-3-ethyl-4-methylpyrrol-2-yl]methyl]-3,4-diethylpyrrole). Isolated yield 82.0%. RXN SMILES: [CH2:1]([C:3]1[C:7]([CH2:8][CH3:9])=[CH:6][NH:5][CH:4]=1)[CH3:2].C(O[CH2:14][C:15]1[NH:19][C:18]([C:20]([O:22][CH2:23][C:24]2[CH:29]=[CH:28][CH:27]=[CH:26][CH:25]=2)=[O:21])=[C:17]([CH3:30])[C:16]=1[CH2:31][CH3:32])(=O)C.[C:33]1([CH3:43])[CH:38]=[CH:37][C:36](S(O)(=O)=O)=[CH:35][CH:34]=1>C(O)C>[CH2:43]([O:22][C:20]([C:18]1[NH:19][C:15]([CH2:14][C:4]2[NH:5][C:6]([CH2:14][C:15]3[NH:19][C:18]([C:20]([O:22][CH2:23][C:24]4[CH:25]=[CH:26][CH:27]=[CH:28][CH:29]=4)=[O:21])=[C:17]([CH3:30])[C:16]=3[CH2:31][CH3:32])=[C:7]([CH2:8][CH3:9])[C:3]=2[CH2:1][CH3:2])=[C:16]([CH2:31][CH3:32])[C:17]=1[CH3:30])=[O:21])[C:33]1[CH:38]=[CH:37][CH:36]=[CH:35][CH:34]=1. Procedure details: 3,4-Diethylpyrrole (2A, FIG. 2)28 (0.6, 4.9 mmol), benzyl 5-(acetoxymethyl)-3-methyl-4-ethyl-pyrrole-2-carboxylate (2B, FIG. 2)29 (2.5 g, 7.9 mmol), and p-toluenesulfonic acid (0.15 g) were dissolved in 60 mL of absolute ethanol and heated at 60° C. for 8 h under nitrogen. The resulting suspension was reduced in volume to 30 mL and placed in the freezer for several hours. The product was then collected by filtration, washed with a small amount of cold ethanol, and recrystallized from dichloromet...